Dataset: the Open Reaction Database (ORD), a public repository of structured organic reaction records. Task: describe an organic reaction: reactants, conditions, products, and yield Starting materials: FC1=C(COC2=CC(=CC=3N2N=C(C3C(=O)OCC)C)C)C(=CC=C1)F (Ethyl 7-[(2,6-difluorobenzyl)oxy]-2,5-dimethylpyrazolo[1,5-a]pyridine-3-carboxylate), [OH-].[Na+] (sodium hydroxide). Solvent: O1CCOCC1 (dioxane). Run at temperature 90 celsius, time 36 hour. Yields the product FC1=C(COC2=CC(=CC=3N2N=C(C3C(=O)O)C)C)C(=CC=C1)F (7-[(2,6-Difluorobenzyl)oxy]-2,5-dimethylpyrazolo[1,5-a]pyridine-3-carboxylic Acid). Yield: 61.2%. As a reaction SMILES: [F:1][C:2]1[CH:25]=[CH:24][CH:23]=[C:22]([F:26])[C:3]=1[CH2:4][O:5][C:6]1[N:11]2[N:12]=[C:13]([CH3:20])[C:14]([C:15]([O:17]CC)=[O:16])=[C:10]2[CH:9]=[C:8]([CH3:21])[CH:7]=1.[OH-].[Na+]>O1CCOCC1>[F:1][C:2]1[CH:25]=[CH:24][CH:23]=[C:22]([F:26])[C:3]=1[CH2:4][O:5][C:6]1[N:11]2[N:12]=[C:13]([CH3:20])[C:14]([C:15]([OH:17])=[O:16])=[C:10]2[CH:9]=[C:8]([CH3:21])[CH:7]=1 |f:1.2|. Procedure: A solution of 0.440 g (1.22 mmol, 1 eq.) of ethyl 7-[(2,6-difluorobenzyl)oxy]-2,5-dimethylpyrazolo[1,5-a]pyridine-3-carboxylate from Example 3A in 12.7 ml of dioxane was admixed with 4.9 ml (4.88 mmol, 4.0 eq.) of 1 N aqueous sodium hydroxide solution and the mixture was stirred at 90° C. for 36 h. Subsequently, the reaction mixture was concentrated and the precipitated solids were filtered off. The filtrate was acidified with 6 N aqueous hydrochloric acid and stirred briefly, and the precipitat... The reactants are Intermediate 38, N1=CC=C(C=C1)B(O)O (4-pyridinylboronic acid), COCCOC (DME), C([O-])([O-])=O.[Na+].[Na+] (sodium carbonate). Reagents/catalysts: [Pd].C1(=CC=CC=C1)P(C1=CC=CC=C1)C1=CC=CC=C1.C1(=CC=CC=C1)P(C1=CC=CC=C1)C1=CC=CC=C1.C1(=CC=CC=C1)P(C1=CC=CC=C1)C1=CC=CC=C1.C1(=CC=CC=C1)P(C1=CC=CC=C1)C1=CC=CC=C1 (tetrakis(triphenylphosphine) palladium (0)). Run in O (water). Yields the product COC=1C=C(C(=O)O)C=CC1C1=CC=NC=C1 (3-Methoxy-4-(4-pyridinyl)benzoic acid). RXN SMILES: [N:1]1[CH:6]=[CH:5][C:4](B(O)O)=[CH:3][CH:2]=1.CO[CH2:12][CH2:13][O:14][CH3:15].[C:16](=[O:19])([O-])[O-:17].[Na+].[Na+]>[Pd].C1(P(C2C=CC=CC=2)C2C=CC=CC=2)C=CC=CC=1.C1(P(C2C=CC=CC=2)C2C=CC=CC=2)C=CC=CC=1.C1(P(C2C=CC=CC=2)C2C=CC=CC=2)C=CC=CC=1.C1(P(C2C=CC=CC=2)C2C=CC=CC=2)C=CC=CC=1.O>[CH3:15][O:14][C:13]1[CH:12]=[C:2]([CH:3]=[CH:4][C:5]=1[C:4]1[CH:5]=[CH:6][N:1]=[CH:2][CH:3]=1)[C:16]([OH:17])=[O:19] |f:2.3.4,5.6.7.8.9|. Procedure details: Intermediate 38 (1.06 g), 4-pyridinylboronic acid (486 mg), DME (25 ml), 2N sodium carbonate (10 ml) and tetrakis(triphenylphosphine) palladium (0) (70 mg), were heated to reflux for 18 h under nitrogen. After allowing to cool to room temperature, water (50 ml) was added and the mixture was washed with ethyl acetate (2×50 ml). The aqueous phase was neutralised with 2N hydrochloric acid, and then concentrated in vacuo onto silica (Merck 9385). Purification by FCC eluting with ethyl acetate:hexane... The reactants are CC1(C(C1C=CC(=O)OCCCC)C(=O)O)C (2,2-dimethyl-3-(3-n-butoxy-3-oxo-1-propenyl)-cyclopropane-carboxylic acid), (3-propyn-2-yl-2,5-dioxo-imidazolidinyl)-methanol. Solvent: C(Cl)(Cl)Cl (chloroform). Yields the product CC1(C(C1C=CC(=O)OCC1CC1)C(=O)O)C (2,2-dimethyl-3-(3-cyclopropylmethoxy-3-oxo-1-propenyl) cyclopropane-carboxylic acid), 2,2-dimethyl-2-(3-n-butoxy-3-oxo-1-propenyl)-cyclopropane-carboxylate. Reaction SMILES: [CH3:1][C:2]1([CH3:17])[CH:4]([CH:5]=[CH:6][C:7]([O:9][CH2:10][CH2:11][CH2:12][CH3:13])=[O:8])[CH:3]1[C:14]([OH:16])=[O:15]>C(Cl)(Cl)Cl>[CH3:17][C:2]1([CH3:1])[CH:4]([CH:5]=[CH:6][C:7]([O:9][CH2:10][CH:11]2[CH2:13][CH2:12]2)=[O:8])[CH:3]1[C:14]([OH:16])=[O:15]. Procedure details: Using the procedure of Example 9, the product of Step C and (3-propyn-2-yl-2,5-dioxo-imidazolidinyl)-methanol were reacted to obtain (3-propyn-2-yl-2,5-dioxo-imidazolidinyl)-methyl (1R, cis, ΔZ) 2,2-dimethyl-2-(3-n-butoxy-3-oxo-1-propenyl)-cyclopropane-carboxylate with a specific rotation of [α]D20 =+17°±1° (c=1% in chloroform). Starting materials: COC1=C(C(=O)OC)C=CC(=C1)OC1CN(CCC1)C(=O)OC(C)(C)C (Methyl 2-methoxy-4-(1-tert-butyloxycarbonyl-3-piperidinyloxy)benzoate), [OH-].[Na+] (NaOH), C(CC(O)(C(=O)O)CC(=O)O)(=O)O (citric acid). Solvent: CO (methanol). Yields the product COC1=C(C(=O)O)C=CC(=C1)OC1CN(CCC1)C(=O)OC(C)(C)C (2-methoxy-4-(1-tert-butyloxycarbonyl-3-piperidinyloxy)benzoic acid). RXN SMILES: [CH3:1][O:2][C:3]1[CH:12]=[C:11]([O:13][CH:14]2[CH2:19][CH2:18][CH2:17][N:16]([C:20]([O:22][C:23]([CH3:26])([CH3:25])[CH3:24])=[O:21])[CH2:15]2)[CH:10]=[CH:9][C:4]=1[C:5]([O:7]C)=[O:6].[OH-].[Na+].C(O)(=O)CC(CC(O)=O)(C(O)=O)O>CO>[CH3:1][O:2][C:3]1[CH:12]=[C:11]([O:13][CH:14]2[CH2:19][CH2:18][CH2:17][N:16]([C:20]([O:22][C:23]([CH3:26])([CH3:25])[CH3:24])=[O:21])[CH2:15]2)[CH:10]=[CH:9][C:4]=1[C:5]([OH:7])=[O:6] |f:1.2|. Procedure details: To a stirred solution of methyl 2-methoxy-4-(1-tert-butyloxycarbonyl-3-piperidinyloxy)benzoate from Step 3 above (1.35 g, 3.69 mmol) in methanol (25 mL) was added 2N NaOH (9.2 mL, 18.5 mmol). The reaction mixture was heated to reflux for 30 minutes and then cooled in an ice water bath. The solution was acidified with 5% citric acid and the solvent was evaporated under reduced pressure. The residue was dissolved in ethyl acetate and washed with water (2×75 mL). The organic layer was dried (MgSO4)... Starting materials: C(C1=CC(=CC=C1)OC)=O (m-anisaldehyde), C(=O)C=P(C1=CC=CC=C1)(C1=CC=CC=C1)C1=CC=CC=C1 (formylmethylenetriphenylphosphorane). Solvent: C1(=CC=CC=C1)C (toluene). Run at temperature 120 celsius. Product: COC=1C=C(C=CC=O)C=CC1 (3-methoxycinnamaldehyde). The yield is 24.6%. As a reaction SMILES: [CH:1](=O)[C:2]1[CH:7]=[CH:6][CH:5]=[C:4]([O:8][CH3:9])[CH:3]=1.[CH:11]([CH:13]=P(C1C=CC=CC=1)(C1C=CC=CC=1)C1C=CC=CC=1)=[O:12]>C1(C)C=CC=CC=1>[CH3:9][O:8][C:4]1[CH:3]=[C:2]([CH:7]=[CH:6][CH:5]=1)[CH:1]=[CH:13][CH:11]=[O:12]. Procedure: 680 mg of m-anisaldehyde and 1.52 g of formylmethylenetriphenylphosphorane were dissolved in 10 ml of toluene and stirred under heating at 120 ° C. for 7 hours. The reaction solution was cooled to room temperature and purified by silica gel column chromatography [hexane/ethyl acetate=9/1→4/1] to give 199 mg of the title compound as a yellow oily substance. The reactants are CC(C)C[Al+]CC(C)C, ClCCl, CCOC(C)=O, Cc1ccccc1, [Cl-], O=C1OCc2ccc(C(F)(F)F)cc21, [H-], [NH4+]. Yields the product OC1OCc2ccc(C(F)(F)F)cc21. Reaction SMILES: [CH2:16]([Al+:17][CH2:18][CH:19]([CH3:20])[CH3:21])[CH:22]([CH3:23])[CH3:24].[CH2:33]([Cl:34])[Cl:35].[CH3:27][CH2:28][O:29][C:30](=[O:31])[CH3:32].[CH3:36][c:37]1[cH:38][cH:39][cH:40][cH:41][cH:42]1.[Cl-:25].[F:1][C:2]([c:3]1[cH:4][cH:5][c:6]2[c:10]([cH:11]1)[C:9](=[O:12])[O:8][CH2:7]2)([F:13])[F:14].[H-:15].[NH4+:26]>>[F:1][C:2]([c:3]1[cH:4][cH:5][c:6]2[c:10]([cH:11]1)[CH:9]([OH:12])[O:8][CH2:7]2)([F:13])[F:14]. Reactants: O (Water), S(=O)(Cl)Cl (Thionyl chloride), C(#N)C=1C=CC(=C(C1)C(CO)(C)C)O (2-(5-cyano-2-hydroxyphenyl)-2-methyl-1-propanol), N1=CC=CC=C1 (pyridine). Solvent: C(C)OCC (diethyl ether), C(C)OCC (diethyl ether). Run at time 3 hour. Yields the product C(#N)C=1C=CC2=C(C(COS(O2)=O)(C)C)C1 (7-Cyano-4,5-dihydro-5,5-dimethyl-1,3,2-benzodioxathiepin 2-oxide). Isolated yield 32.2%. As a reaction SMILES: [S:1](Cl)(Cl)=[O:2].[C:5]([C:7]1[CH:8]=[CH:9][C:10]([OH:18])=[C:11]([C:13]([CH3:17])([CH3:16])[CH2:14][OH:15])[CH:12]=1)#[N:6].N1C=CC=CC=1.O>C(OCC)C>[C:5]([C:7]1[CH:8]=[CH:9][C:10]2[O:18][S:1](=[O:2])[O:15][CH2:14][C:13]([CH3:16])([CH3:17])[C:11]=2[CH:12]=1)#[N:6]. Procedure details: Thionyl chloride (4.2 g) in diethyl ether (10 ml) was added dropwise with stirring at 0°-5° C. to a solution of 2-(5-cyano-2-hydroxyphenyl)-2-methyl-1-propanol (5 g) prepared as in Example 26, and pyridine (5.5 g) in diethyl ether (80 ml). The mixture was stirred for 3 hours at 0°-20° C. Water was then added and the mixture was filtered. The ether solution was then washed with dilute hydrochloric acid, when with aqueous sodium bicarbonate and water (twice), then dried over magnesium sulphate and... Starting materials: C(CCCCCCC)C1C(C1)C(=O)Cl (2-(n-octyl)cyclopropanecarbonyl chloride), N(C(=N)N)CCCCN (4-guanidino-1-butanamine). The solvent is N1=CC=CC=C1 (pyridine). Conditions: time 40 hour. Product: C(CCCCCCC)C1C(C1)C(=O)NCCCCNC(=N)N (1-(2-n-octylcyclopropanecarboxamido)-4-guanidinobutane). As a reaction SMILES: [NH:1]([CH2:5][CH2:6][CH2:7][CH2:8][NH2:9])[C:2]([NH2:4])=[NH:3].[CH2:10]([CH:18]1[CH2:20][CH:19]1[C:21](Cl)=[O:22])[CH2:11][CH2:12][CH2:13][CH2:14][CH2:15][CH2:16][CH3:17]>N1C=CC=CC=1>[CH2:10]([CH:18]1[CH2:20][CH:19]1[C:21]([NH:9][CH2:8][CH2:7][CH2:6][CH2:5][NH:1][C:2]([NH2:4])=[NH:3])=[O:22])[CH2:11][CH2:12][CH2:13][CH2:14][CH2:15][CH2:16][CH3:17]. Procedure: To 457.2 mg. of 1-amino-4-guanidinobutane (IV) suspended in 60 ml. of dry pyridine was added 2-(n-octyl)cyclopropanecarbonyl chloride. This suspension was stirred at room temperature for 40 hours. At the end of 40 hours the solid material was filtered and the filtrate concentrated to a viscous oil, which was chromatographed on silica gel using 30% methanol in CHCl3, resulting in 497.7 mg. of desired material, characterised by EIMS with M+ at m/e 310 for C17H34 -N4O. The reactants are C(C1=CC=CC=C1)OC=1C(=C(C=CC1)C=1N=C(N2C1C(=NC=C2)Cl)C2CCC2)F (1-(3-Benzyloxy-2-fluorophenyl)-8-chloro-3-cyclobutylimidazo[1,5-a]pyrazine), C(C1=CC=CC=C1)OC=1C(=C(C=CC1)C(C1=NC=CN=C1Cl)NC(=O)C1CCC1)F (Cyclobutanecarboxylic acid [(3-benzyloxy-2-fluoro-phenyl)-(3-chloro-pyrazin-2-yl)-methyl]-amide). Run in O=P(Cl)(Cl)Cl (POCl3). Reaction conditions: temperature 55 celsius, time 8 hour. Yields the product NC=1C=2N(C=CN1)C(=NC2C2=C(C(=CC=C2)OCC2=CC=CC=C2)F)C2CCC2 (8-Amino-1-(3-Benzyloxy-2-fluorophenyl)-3-cyclobutylimidazo[1,5-a]pyrazine). The yield is 75.0%. As a reaction SMILES: [CH2:1]([O:8][C:9]1[C:10]([F:29])=[C:11]([C:15]2[N:16]=[C:17]([CH:25]3[CH2:28][CH2:27][CH2:26]3)[N:18]3[CH:23]=[CH:22][N:21]=[C:20](Cl)[C:19]=23)[CH:12]=[CH:13][CH:14]=1)[C:2]1[CH:7]=[CH:6][CH:5]=[CH:4][CH:3]=1.C(OC1C(F)=C(C(NC(C2CCC2)=O)C2C(Cl)=NC=C[N:46]=2)C=CC=1)C1C=CC=CC=1>O=P(Cl)(Cl)Cl>[NH2:46][C:20]1[C:19]2[N:18]([C:17]([CH:25]3[CH2:28][CH2:27][CH2:26]3)=[N:16][C:15]=2[C:11]2[CH:12]=[CH:13][CH:14]=[C:9]([O:8][CH2:1][C:2]3[CH:7]=[CH:6][CH:5]=[CH:4][CH:3]=3)[C:10]=2[F:29])[CH:23]=[CH:22][N:21]=1. Reported procedure: 1-(3-Benzyloxy-2-fluorophenyl)-8-chloro-3-cyclobutylimidazo[1,5-a]pyrazine: Cyclobutanecarboxylic acid [(3-benzyloxy-2-fluoro-phenyl)-(3-chloro-pyrazin-2-yl)-methyl]-amide (0.850 g, 2 mmole) was dissolved in POCl3 (6 mL) and heated at 55° C. overnight. The excess POCl3 was removed in vacuo. The residue was cooled to 0° C. and charged with a saturated solution of NH3 in 2-propanol (6 mL). The mixture was left overnight at room temperature. The separated solid was then filtered and washed with met...